This data is from the Open Reaction Database (ORD), a public repository of structured organic reaction records. The task is: describe an organic reaction: reactants, conditions, products, and yield The solvent is ClCCl (dichloromethane), ClCCl (Dichloromethane). Reactants: Cl (hydrochloric acid), [Cl-].[Al+3].[Cl-].[Cl-] (aluminum chloride), S(=O)(Cl)Cl (thionyl chloride), C(CC)[C@@H]1CC[C@H](CC1)C(C(=O)O)CC1=CC(=C(C(=C1)F)F)F (2-(trans-4-propylcyclohexyl)-3-(3,4,5-trifluorophenyl)propionic acid), crude product. Procedure: Dichloromethane (25 ml) and thionyl chloride (20 ml) were added to 2-(trans-4-propylcyclohexyl)-3-(3,4,5-trifluorophenyl)propionic acid crude product (12.3 g), and refluxed while heating for 4 hours. The dichloromethane was distilled off at normal pressure and the thionyl chloride was distilled off under reduced pressure followed by the addition of dichloromethane (50 ml) to the residue to prepare a dichloromethane solution of 2-(trans-4-propylcyclohexyl)-3-(3,4,5-trifluorophenyl)propionic acid ... Yields the product FC=1C=C2CC(C(C2=C(C1F)F)=O)[C@@H]1CC[C@H](CC1)CCC (5,6,7-trifluoro-2-(trans-4-propylcyclohexyl)-1-indanone). Conditions: time 2 hour. Reaction SMILES: S(Cl)(Cl)=O.[CH2:5]([C@H:8]1[CH2:13][CH2:12][C@H:11]([CH:14]([CH2:18][C:19]2[CH:24]=[C:23]([F:25])[C:22]([F:26])=[C:21]([F:27])[CH:20]=2)[C:15](O)=[O:16])[CH2:10][CH2:9]1)[CH2:6][CH3:7].[Cl-].[Al+3].[Cl-].[Cl-].Cl>ClCCl>[F:25][C:23]1[CH:24]=[C:19]2[C:20](=[C:21]([F:27])[C:22]=1[F:26])[C:15](=[O:16])[CH:14]([C@H:11]1[CH2:10][CH2:9][C@H:8]([CH2:5][CH2:6][CH3:7])[CH2:13][CH2:12]1)[CH2:18]2 |f:2.3.4.5|.